From a dataset of the Open Reaction Database (ORD), a public repository of structured organic reaction records. describe an organic reaction: reactants, conditions, products, and yield Starting materials: N(=NC(=O)OCC)C(=O)OCC (diethyl azodicarboxylate), C(C1=CC=CC=C1)OC1=CC=C(C=C1)CC(C(=O)OCC)O (ethyl 3-(4-benzyloxyphenyl)lactate), C1(=CC=CC=C1)P(C1=CC=CC=C1)C1=CC=CC=C1 (triphenylphosphine), FC1=CC=C(C=C1)O (4-fluorophenol). The solvent is C1(=CC=CC=C1)C (toluene), C1(=CC=CC=C1)C (toluene). Conditions: time 2 hour. Product: C(C1=CC=CC=C1)OC1=CC=C(C=C1)CC(C(=O)OCC)OC1=CC=C(C=C1)F (Ethyl 3-(4-benzyloxyphenyl)-2-(4-fluorophenoxy)propionate). Isolated yield 53.3%. As a reaction SMILES: N(C(OCC)=O)=NC(OCC)=O.[CH2:13]([O:20][C:21]1[CH:26]=[CH:25][C:24]([CH2:27][CH:28]([OH:34])[C:29]([O:31][CH2:32][CH3:33])=[O:30])=[CH:23][CH:22]=1)[C:14]1[CH:19]=[CH:18][CH:17]=[CH:16][CH:15]=1.[F:35][C:36]1[CH:41]=[CH:40][C:39](O)=[CH:38][CH:37]=1.C1(P(C2C=CC=CC=2)C2C=CC=CC=2)C=CC=CC=1>C1(C)C=CC=CC=1>[CH2:13]([O:20][C:21]1[CH:26]=[CH:25][C:24]([CH2:27][CH:28]([O:34][C:39]2[CH:40]=[CH:41][C:36]([F:35])=[CH:37][CH:38]=2)[C:29]([O:31][CH2:32][CH3:33])=[O:30])=[CH:23][CH:22]=1)[C:14]1[CH:19]=[CH:18][CH:17]=[CH:16][CH:15]=1. Procedure: A solution of diethyl azodicarboxylate (40% toluene solution, 6.40 ml) in toluene (3.0 ml) was added dropwise at room temperature to a solution of ethyl 3-(4-benzyloxyphenyl)lactate (10.0 g) obtained from Reference example 24(a), 4-fluorophenol (4.15 g) and triphenylphosphine (10.6 g) in toluene (10 ml). The reaction mixture was stirred for 2 hours at room temperature and then concentrated under reduced pressure. The residue was purified by chromatography on a silica gel column (eluant; dichloro... Starting materials: O=C([O-])[O-], CO, CCOC(=O)C(CC=C(Cl)Cl)C(C)C, [K+], [K+], O. Product: CC(C)C(CC=C(Cl)Cl)C(=O)O. As a reaction SMILES: [C:15](=[O:16])([O-:17])[O-:18].[CH3:21][OH:22].[Cl:1][C:2](=[CH:3][CH2:4][CH:5]([C:6](=[O:7])[O:8][CH2:9][CH3:10])[CH:11]([CH3:12])[CH3:13])[Cl:14].[K+:19].[K+:20].[OH2:23]>>[Cl:1][C:2](=[CH:3][CH2:4][CH:5]([C:6](=[O:7])[OH:8])[CH:11]([CH3:12])[CH3:13])[Cl:14]. Starting materials: CN(C)C=O, Cc1cc(CCl)ccc1Sc1ccccc1, N#C[Na], O. The product is Cc1cc(CC#N)ccc1Sc1ccccc1. As a reaction SMILES: [CH3:21][N:22]([CH3:23])[CH:24]=[O:25].[Cl:1][CH2:2][c:3]1[cH:4][c:5]([CH3:16])[c:6]([S:9][c:10]2[cH:11][cH:12][cH:13][cH:14][cH:15]2)[cH:7][cH:8]1.[Na:17][C:18]#[N:19].[OH2:20]>>[CH2:2]([c:3]1[cH:4][c:5]([CH3:16])[c:6]([S:9][c:10]2[cH:11][cH:12][cH:13][cH:14][cH:15]2)[cH:7][cH:8]1)[C:18]#[N:19]. The reactants are Clc1ccccc1, CNC(=O)NS(=O)(=O)c1ccccc1C=CC(F)(F)F. Product: O=C=NS(=O)(=O)c1ccccc1C=CC(F)(F)F. Reaction SMILES: [Cl:21][c:22]1[cH:23][cH:24][cH:25][cH:26][cH:27]1.[F:1][C:2]([CH:3]=[CH:4][c:5]1[c:6]([S:11](=[O:12])(=[O:13])[NH:14][C:15](=[O:16])[NH:17][CH3:18])[cH:7][cH:8][cH:9][cH:10]1)([F:19])[F:20]>>[F:1][C:2]([CH:3]=[CH:4][c:5]1[c:6]([S:11](=[O:12])(=[O:13])[N:14]=[C:15]=[O:16])[cH:7][cH:8][cH:9][cH:10]1)([F:19])[F:20]. The reactants are ClCCl, Clc1noc2ccccc12, [I-], [K+], NCCCCO. The product is OCCCCNc1noc2ccccc12. As a reaction SMILES: [Cl:19][CH2:20][Cl:21].[Cl:1][c:2]1[n:3][o:4][c:5]2[c:6]1[cH:7][cH:8][cH:9][cH:10]2.[I-:18].[K+:17].[NH2:11][CH2:12][CH2:13][CH2:14][CH2:15][OH:16]>>[c:2]1([NH:11][CH2:12][CH2:13][CH2:14][CH2:15][OH:16])[n:3][o:4][c:5]2[c:6]1[cH:7][cH:8][cH:9][cH:10]2. Starting materials: C(C)OC(=O)C=1C2=C(N=C(C1)Cl)N(N=C2\C=C\C2=CC=CC=C2)C2OCCCC2 (6-chloro-3-((E)-styryl)-1-(tetrahydro-pyran-2-yl)-1H-pyrazolo[3,4-b]pyridine-4-carboxylic acid ethyl ester), OC1=CC=C(C=C1)B(O)O (4-hydroxyphenylboronic acid), C([O-])([O-])=O.[Cs+].[Cs+] (cesium carbonate). The reagents and catalysts are C=1C=CC(=CC1)[P](C=2C=CC=CC2)(C=3C=CC=CC3)[Pd]([P](C=4C=CC=CC4)(C=5C=CC=CC5)C=6C=CC=CC6)([P](C=7C=CC=CC7)(C=8C=CC=CC8)C=9C=CC=CC9)[P](C=1C=CC=CC1)(C=1C=CC=CC1)C=1C=CC=CC1 (tetrakis(triphenylphosphine)palladium). Run in O1CCOCC1 (dioxane). Yields the product OC1=CC=C(C=C1)C=1C=C(C2=C(N1)N(N=C2\C=C\C2=CC=CC=C2)C2OCCCC2)C(=O)O (6-(4-hydroxy-phenyl)-3-((E)-styryl)-1-(tetrahydro-pyran-2-yl)-1H-pyrazolo[3,4-b]-pyridine-4-carboxylic acid). Yield: 78.9%. Reaction SMILES: C([O:3][C:4]([C:6]1[C:7]2[C:15](/[CH:16]=[CH:17]/[C:18]3[CH:23]=[CH:22][CH:21]=[CH:20][CH:19]=3)=[N:14][N:13]([CH:24]3[CH2:29][CH2:28][CH2:27][CH2:26][O:25]3)[C:8]=2[N:9]=[C:10](Cl)[CH:11]=1)=[O:5])C.[OH:30][C:31]1[CH:36]=[CH:35][C:34](B(O)O)=[CH:33][CH:32]=1.C(=O)([O-])[O-].[Cs+].[Cs+]>O1CCOCC1.C1C=CC([P]([Pd]([P](C2C=CC=CC=2)(C2C=CC=CC=2)C2C=CC=CC=2)([P](C2C=CC=CC=2)(C2C=CC=CC=2)C2C=CC=CC=2)[P](C2C=CC=CC=2)(C2C=CC=CC=2)C2C=CC=CC=2)(C2C=CC=CC=2)C2C=CC=CC=2)=CC=1>[OH:30][C:31]1[CH:36]=[CH:35][C:34]([C:10]2[CH:11]=[C:6]([C:4]([OH:3])=[O:5])[C:7]3[C:15](/[CH:16]=[CH:17]/[C:18]4[CH:19]=[CH:20][CH:21]=[CH:22][CH:23]=4)=[N:14][N:13]([CH:24]4[CH2:29][CH2:28][CH2:27][CH2:26][O:25]4)[C:8]=3[N:9]=2)=[CH:33][CH:32]=1 |f:2.3.4,^1:55,57,76,95|. Reported procedure: To a solution of 6-chloro-3-((E)-styryl)-1-(tetrahydro-pyran-2-yl)-1H-pyrazolo[3,4-b]pyridine-4-carboxylic acid ethyl ester (2.8 g, 6.80 mmol) in dioxane (60 ml) were added 4-hydroxyphenylboronic acid (1.03 g, 7.48 mmol) and an aqueous solution of cesium carbonate (0.4M, 30 mL). The resulting solution was degassed using argon, tetrakis(triphenylphosphine)palladium (0.71 g, 0.61 mmol) was then added and the reaction mixture was refluxed overnight. Dioxane was removed under vacuum, methylene chlor...